From a dataset of the Open Reaction Database (ORD), a public repository of structured organic reaction records. describe an organic reaction: reactants, conditions, products, and yield The reactants are NC1=NC(=NC=C1F)O (4-amino-5-fluoropyrimidin-2-ol), ClCOCC1=CC=CC=C1 (benzyl chloromethyl ether). The solvent is CC#N (CH3CN). Conditions: temperature 65 celsius, time 90 minute. The product is NC1=NC(N(C=C1F)COCC1=CC=CC=C1)=O (4-amino-1-(benzyloxymethyl)-5-fluoropyrimidin-2(1H)-one). The yield is 44.9%. As a reaction SMILES: [NH2:1][C:2]1[C:7]([F:8])=[CH:6][N:5]=[C:4]([OH:9])[N:3]=1.Cl[CH2:11][O:12][CH2:13][C:14]1[CH:19]=[CH:18][CH:17]=[CH:16][CH:15]=1>CC#N>[NH2:1][C:2]1[C:7]([F:8])=[CH:6][N:5]([CH2:11][O:12][CH2:13][C:14]2[CH:19]=[CH:18][CH:17]=[CH:16][CH:15]=2)[C:4](=[O:9])[N:3]=1. Procedure details: A 25 mL Schlenk-type flask was charged with 4-amino-5-fluoropyrimidin-2-ol (500 mg, 3.87 mmol), CH3CN (10 mL), and BSA (1.42 mL, 5.81 mmol). The resulting white suspension was then heated at 65° C. After 90 min, the clear, colorless solution was cooled to room temperature and benzyl chloromethyl ether (1.07 mL, 7.72 mmol) was added, giving a cloudy white suspension. After stirring for 2 h at room temperature, the reaction mixture was concentrated in vacuo to give a white residue which was purifi... Reactants: IC1C(NC2=C(CC1C1=CC=C(C=C1)OC)C=CC=C2)=O (2,3,4,5-tetrahydro-3-iodo-4-(4-methoxyphenyl)-1H-1-benzazepin-2-one), [N-]=[N+]=[N-].[Na+] (sodium azide). The solvent is C(C)(=O)OCC (ethyl acetate), CN(C=O)C (dimethylformamide). Reaction conditions: temperature 60 celsius. The product is N(=[N+]=[N-])C1C(NC2=C(CC1C1=CC=C(C=C1)OC)C=CC=C2)=O (2,3,4,5-Tetrahydro-3-azido-4-(4-methoxyphenyl)-1H-1-benzazepin-2-one). Yield: 69.9%. As a reaction SMILES: I[CH:2]1[CH:8]([C:9]2[CH:14]=[CH:13][C:12]([O:15][CH3:16])=[CH:11][CH:10]=2)[CH2:7][C:6]2[CH:17]=[CH:18][CH:19]=[CH:20][C:5]=2[NH:4][C:3]1=[O:21].[N-:22]=[N+:23]=[N-:24].[Na+]>CN(C)C=O.C(OCC)(=O)C>[N:22]([CH:2]1[CH:8]([C:9]2[CH:14]=[CH:13][C:12]([O:15][CH3:16])=[CH:11][CH:10]=2)[CH2:7][C:6]2[CH:17]=[CH:18][CH:19]=[CH:20][C:5]=2[NH:4][C:3]1=[O:21])=[N+:23]=[N-:24] |f:1.2|. Reported procedure: A solution of 2,3,4,5-tetrahydro-3-iodo-4-(4-methoxyphenyl)-1H-1-benzazepin-2-one (270 mg, 0.687 mmol) in 2mL of dimethylformamide was treated with sodium azide (65 mg, 1.0 mmol, 1.5eq) and the mixture was heated at 60° C. in an oil bath for 14 hours. The reaction mixture was diluted with ethyl acetate, washed with water and brine, dried (MgSO4) and filtered. Removal of the solvent under vacuum followed by column chromatography on silica gel (eluant 2:1; hexane/ethyl acetate) gave 148 mg (70%) o... The reactants are C(C)OC(=O)C1=C(C2=C(C=N1)N=C(S2)C2=CC(=CC=C2)OC)O (7-hydroxy-2-(3-methoxy-phenyl)-thiazolo[4,5-c]pyridine-6-carboxylic acid ethyl ester), BrN1C(CCC1=O)=O (N-bromosuccinimide), C(C1=CC=CC=C1)(=O)OOC(C1=CC=CC=C1)=O (benzoyl peroxide). Run in C(Cl)(Cl)(Cl)Cl (carbon tetrachloride). The product is C(C)OC(=O)C1=C(C2=C(C(=N1)Br)N=C(S2)C2=CC(=CC=C2)OC)O (4-Bromo-7-hydroxy-2-(3-methoxy-phenyl)-thiazolo[4,5-c]pyridine-6-carboxylic acid ethyl ester). Isolated yield 42.4%. As a reaction SMILES: [CH2:1]([O:3][C:4]([C:6]1[N:11]=[CH:10][C:9]2[N:12]=[C:13]([C:15]3[CH:20]=[CH:19][CH:18]=[C:17]([O:21][CH3:22])[CH:16]=3)[S:14][C:8]=2[C:7]=1[OH:23])=[O:5])[CH3:2].[Br:24]N1C(=O)CCC1=O.C(OOC(=O)C1C=CC=CC=1)(=O)C1C=CC=CC=1>C(Cl)(Cl)(Cl)Cl>[CH2:1]([O:3][C:4]([C:6]1[N:11]=[C:10]([Br:24])[C:9]2[N:12]=[C:13]([C:15]3[CH:20]=[CH:19][CH:18]=[C:17]([O:21][CH3:22])[CH:16]=3)[S:14][C:8]=2[C:7]=1[OH:23])=[O:5])[CH3:2]. Procedure: A mixture of 7-hydroxy-2-(3-methoxy-phenyl)-thiazolo[4,5-c]pyridine-6-carboxylic acid ethyl ester (643 mg, 1.95 mmole), N-bromosuccinimide (364 mg, 2.04 mmole) and benzoyl peroxide (23 mg, 9.74 mmole) in carbon tetrachloride (9.5 ml) was refluxed for 5 h before it was cooled to room temperature and partitioned between dichloromethane and water. The organic layer was washed with saturated aqueous sodium bicarbonate solution, brine, dried over anhydrous sodium sulfate and concentrated in vacuo. Th... Starting materials: OC1CCCc2c(F)cc(Br)cc21, C1CCOC1, COC(=O)N=NC(=O)[O-], c1ccc(P(c2ccccc2)c2ccccc2)cc1, CC(C)OC(=O)c1c[nH]cn1. Product: CC(C)OC(=O)c1cncn1C1CCCc2c(F)cc(Br)cc21. RXN SMILES: [Br:1][c:2]1[cH:3][c:4]([F:13])[c:5]2[c:10]([cH:11]1)[CH:9]([OH:12])[CH2:8][CH2:7][CH2:6]2.[CH2:53]1[O:54][CH2:55][CH2:56][CH2:57]1.[N:44]([C:45]([O:46][CH3:47])=[O:48])=[N:49][C:50]([O-:51])=[O:52].[c:25]1([P:26]([c:27]2[cH:28][cH:29][cH:30][cH:31][cH:32]2)[c:33]2[cH:34][cH:35][cH:36][cH:37][cH:38]2)[cH:39][cH:40][cH:41][cH:42][cH:43]1.[nH:14]1[cH:15][n:16][c:17]([C:19](=[O:20])[O:21][CH:22]([CH3:23])[CH3:24])[cH:18]1>>[Br:1][c:2]1[cH:3][c:4]([F:13])[c:5]2[c:10]([cH:11]1)[CH:9]([n:16]1[cH:15][n:14][cH:18][c:17]1[C:19](=[O:20])[O:21][CH:22]([CH3:23])[CH3:24])[CH2:8][CH2:7][CH2:6]2.